describe an organic reaction: reactants, conditions, products, and yield From a dataset of the Open Reaction Database (ORD), a public repository of structured organic reaction records. Starting materials: C(C)(C)(C)OC(CC(C1CCCCC1)N(C(C)C1=CC=CC=C1)CC1=CC=CC=C1)=O (3-[benzyl-(1-phenyl-ethyl)-amino]-3-cyclohexyl-propionic acid tert-butyl ester), FC(C(=O)O)(F)F (trifluoroacetic acid). The solvent is ClCCl (dichloromethane). Run at time 2 hour. Yields the product C(C1=CC=CC=C1)N(C(CC(=O)O)C1CCCCC1)C(C)C1=CC=CC=C1 (3-[Benzyl-(1-phenyl-ethyl)-amino]-3-cyclohexyl-propionic acid). Reaction SMILES: C([O:5][C:6](=[O:31])[CH2:7][CH:8]([N:15]([CH2:24][C:25]1[CH:30]=[CH:29][CH:28]=[CH:27][CH:26]=1)[CH:16]([C:18]1[CH:23]=[CH:22][CH:21]=[CH:20][CH:19]=1)[CH3:17])[CH:9]1[CH2:14][CH2:13][CH2:12][CH2:11][CH2:10]1)(C)(C)C.FC(F)(F)C(O)=O>ClCCl>[CH2:24]([N:15]([CH:16]([C:18]1[CH:23]=[CH:22][CH:21]=[CH:20][CH:19]=1)[CH3:17])[CH:8]([CH:9]1[CH2:14][CH2:13][CH2:12][CH2:11][CH2:10]1)[CH2:7][C:6]([OH:31])=[O:5])[C:25]1[CH:26]=[CH:27][CH:28]=[CH:29][CH:30]=1. Procedure details: To a solution of 3-[benzyl-(1-phenyl-ethyl)-amino]-3-cyclohexyl-propionic acid tert-butyl ester (13.7 g, 32.5 mmol) in dichloromethane (65 mL) at 0° C., trifluoroacetic acid (65 mL) was slowly added (over 30 min). The reaction mixture was then stirred for 2 hours at room temperature. The solvent was evaporated and the residue azeotroped (3×50 ml, toluene) to yield a residue. Reactants: C(C)OC(CC(=O)COCC1=CC=CC=C1)=O (4-benzyloxyacetoacetic ethyl ester), [H][H] (hydrogen). Reagents/catalysts: [Pd] (Pd). Run in acetic ester, steel. Reaction conditions: time 2 hour. Product: C(C)OC(CC(=O)CO)=O (4-hydroxyacetoacetic ethyl ester). Yield: 102.0%. As a reaction SMILES: [CH2:1]([O:3][C:4](=[O:17])[CH2:5][C:6]([CH2:8][O:9]CC1C=CC=CC=1)=[O:7])[CH3:2].[H][H]>[Pd]>[CH2:1]([O:3][C:4](=[O:17])[CH2:5][C:6]([CH2:8][OH:9])=[O:7])[CH3:2]. Procedure details: 21.24 g of the 4-benzyloxyacetoacetic ethyl ester dissolved in acetic ester (100 ml) was inserted into a 200 ml steel autoclave provided with a magnetic stirrer and was hydrogenolized in the presence of 1.05 g Pd 5 percent on coal with hydrogen with a pressure of 5 atm. After the reaction was completed, which amounted to a period of about 2 hours, and after a 2 hour post-reaction time, the catalyst was filtered out. The filtrate was evaporated on a vacuum rotation evaporator at 35° C. The residu... Reactants: Cl, Nc1ccc(O)cc1, O=C=O, O=C(O)CS. Product: O=C(CS)Nc1ccc(O)cc1. Reaction SMILES: [ClH:17].[NH2:1][c:2]1[cH:3][cH:4][c:5]([OH:6])[cH:7][cH:8]1.[O:14]=[C:15]=[O:16].[SH:9][CH2:10][C:11](=[O:12])[OH:13]>>[NH:1]([c:2]1[cH:3][cH:4][c:5]([OH:6])[cH:7][cH:8]1)[C:11]([CH2:10][SH:9])=[O:12].